This data is from the Open Reaction Database (ORD), a public repository of structured organic reaction records. The task is: describe an organic reaction: reactants, conditions, products, and yield The reactants are CC(=O)NC1CCc2cc(SC(C)(C)C(=O)OC(C)(C)C)c(Br)cc2C1, O=C([O-])[O-], Cc1ccccc1, CCOC(C)=O, [Na+], [Na+], OB(O)c1ccccc1, c1ccc(P(c2ccccc2)(c2ccccc2)[Pd](P(c2ccccc2)(c2ccccc2)c2ccccc2)(P(c2ccccc2)(c2ccccc2)c2ccccc2)P(c2ccccc2)(c2ccccc2)c2ccccc2)cc1. The product is CC(=O)NC1CCc2cc(SC(C)(C)C(=O)OC(C)(C)C)c(-c3ccccc3)cc2C1. Reaction SMILES: [C:1]([CH3:2])([CH3:3])([CH3:4])[O:5][C:6]([C:7]([CH3:8])([CH3:9])[S:10][c:11]1[cH:12][c:13]2[c:18]([cH:19][c:20]1[Br:21])[CH2:17][CH:16]([NH:22][C:23]([CH3:24])=[O:25])[CH2:15][CH2:14]2)=[O:26].[C:36](=[O:37])([O-:38])[O-:39].[CH3:42][c:43]1[cH:44][cH:45][cH:46][cH:47][cH:48]1.[CH3:49][CH2:50][O:51][C:52]([CH3:53])=[O:54].[Na+:40].[Na+:41].[OH:27][B:28]([OH:29])[c:30]1[cH:31][cH:32][cH:33][cH:34][cH:35]1.[cH:55]1[cH:56][cH:57][c:58]([P:59]([Pd:60]([P:61]([c:62]2[cH:63][cH:64][cH:65][cH:66][cH:67]2)([c:68]2[cH:69][cH:70][cH:71][cH:72][cH:73]2)[c:74]2[cH:75][cH:76][cH:77][cH:78][cH:79]2)([P:80]([c:81]2[cH:82][cH:83][cH:84][cH:85][cH:86]2)([c:87]2[cH:88][cH:89][cH:90][cH:91][cH:92]2)[c:93]2[cH:94][cH:95][cH:96][cH:97][cH:98]2)[P:99]([c:100]2[cH:101][cH:102][cH:103][cH:104][cH:105]2)([c:106]2[cH:107][cH:108][cH:109][cH:110][cH:111]2)[c:112]2[cH:113][cH:114][cH:115][cH:116][cH:117]2)([c:118]2[cH:119][cH:120][cH:121][cH:122][cH:123]2)[c:124]2[cH:125][cH:126][cH:127][cH:128][cH:129]2)[cH:130][cH:131]1>>[C:1]([CH3:2])([CH3:3])([CH3:4])[O:5][C:6]([C:7]([CH3:8])([CH3:9])[S:10][c:11]1[cH:12][c:13]2[c:18]([cH:19][c:20]1-[c:30]1[cH:31][cH:32][cH:33][cH:34][cH:35]1)[CH2:17][CH:16]([NH:22][C:23]([CH3:24])=[O:25])[CH2:15][CH2:14]2)=[O:26]. The reactants are CCOC(=O)c1nc(C)sc1Nc1cccnc1, CCCCCCC, Cc1cc(N)ccn1, C[Al](C)C, C1COCCO1. The product is Cc1cc(NC(=O)c2nc(C)sc2Nc2cccnc2)ccn1. RXN SMILES: [CH2:20]([O:22][C:23](=[O:21])[c:25]1[n:26][c:27]([CH3:37])[s:28][c:29]1[NH:30][c:31]1[cH:32][n:33][cH:34][cH:35][cH:36]1)[CH3:24].[CH3:13][CH2:14][CH2:15][CH2:16][CH2:17][CH2:18][CH3:19].[CH3:1][c:2]1[n:3][cH:4][cH:5][c:6]([NH2:8])[cH:7]1.[CH3:9][Al:10]([CH3:11])[CH3:12].[O:38]1[CH2:39][CH2:40][O:41][CH2:42][CH2:43]1>>[CH3:1][c:2]1[n:3][cH:4][cH:5][c:6]([NH:8][C:23](=[O:22])[c:25]2[n:26][c:27]([CH3:37])[s:28][c:29]2[NH:30][c:31]2[cH:32][n:33][cH:34][cH:35][cH:36]2)[cH:7]1.